This data is from the Open Reaction Database (ORD), a public repository of structured organic reaction records. The task is: describe an organic reaction: reactants, conditions, products, and yield Reactants: CN(C(=O)OC(C)(C)C)C1CCNCC1, CS(C)=O, [Cu]I, COc1ccc(Cn2nc(I)c3c(Oc4ccc(NC(=O)c5ccnn(-c6ccc(F)cc6)c5=O)cc4F)ccnc32)cc1, [K+], [K+], O=C(O)C1CCCN1, O=C([O-])[O-]. The product is COc1ccc(Cn2nc(N3CCC(N(C)C(=O)OC(C)(C)C)CC3)c3c(Oc4ccc(NC(=O)c5ccnn(-c6ccc(F)cc6)c5=O)cc4F)ccnc32)cc1. As a reaction SMILES: [CH3:45][N:46]([C:47]([O:48][C:49]([CH3:50])([CH3:51])[CH3:52])=[O:53])[CH:54]1[CH2:55][CH2:56][NH:57][CH2:58][CH2:59]1.[CH3:76][S:77]([CH3:78])=[O:79].[Cu:74][I:75].[F:1][c:2]1[cH:3][c:4]([NH:28][C:29](=[O:30])[c:31]2[c:32](=[O:44])[n:33](-[c:37]3[cH:38][cH:39][c:40]([F:43])[cH:41][cH:42]3)[n:34][cH:35][cH:36]2)[cH:5][cH:6][c:7]1[O:8][c:9]1[c:10]2[c:11]([n:12][cH:13][cH:14]1)[n:15]([CH2:19][c:20]1[cH:21][cH:22][c:23]([O:26][CH3:27])[cH:24][cH:25]1)[n:16][c:17]2[I:18].[K+:68].[K+:69].[NH:60]1[CH2:61][CH2:62][CH2:63][CH:64]1[C:65]([OH:66])=[O:67].[O-:70][C:71]([O-:72])=[O:73]>>[F:1][c:2]1[cH:3][c:4]([NH:28][C:29](=[O:30])[c:31]2[c:32](=[O:44])[n:33](-[c:37]3[cH:38][cH:39][c:40]([F:43])[cH:41][cH:42]3)[n:34][cH:35][cH:36]2)[cH:5][cH:6][c:7]1[O:8][c:9]1[c:10]2[c:11]([n:12][cH:13][cH:14]1)[n:15]([CH2:19][c:20]1[cH:21][cH:22][c:23]([O:26][CH3:27])[cH:24][cH:25]1)[n:16][c:17]2[N:57]1[CH2:56][CH2:55][CH:54]([N:46]([CH3:45])[C:47]([O:48][C:49]([CH3:50])([CH3:51])[CH3:52])=[O:53])[CH2:59][CH2:58]1. The reactants are [OH-].[Na+] (NaOH), [Cl-].[Na+] (sodium chloride), O (water), CC1=CC=C(O1)C(O)CC#C (5-methyl-2-furylpropargylcarbinol), [OH-].[Na+] (NaOH). The reagents and catalysts are C(C)(=O)[O-].[Na+] (sodium acetate). Run in C(C)(=O)O (acetic acid). Reaction conditions: temperature 40 celsius. Product: C(C#C)C1C(C=CC1(C)O)=O (2-propargyl-3-hydroxy-3-methyl-4-cyclopentenone). As a reaction SMILES: [OH2:1].[CH3:2][C:3]1[O:7][C:6]([CH:8]([CH2:10][C:11]#[CH:12])O)=[CH:5][CH:4]=1.[OH-].[Na+].[Cl-].[Na+]>C([O-])(=O)C.[Na+].C(O)(=O)C>[CH2:10]([CH:8]1[C:3]([OH:7])([CH3:2])[CH:4]=[CH:5][C:6]1=[O:1])[C:11]#[CH:12] |f:2.3,4.5,6.7|. Procedure: In a reaction vessel, water (1600 ml), anhydrous sodium acetate (0.4 g) and 5-methyl-2-furylpropargylcarbinol (20 g) were charged, and the temperature was elevated to reflux. The pH value was adjusted to 4.5 with an aqueous 0.5 N acetic acid solution, and the mixture was stirred under reflux for 13 hours while maintaining a pH value of 4.0 to 5.0 by the addition of an aqueous 1/3 N NaOH solution. Then, the reaction mixture was cooled to 40° C., neutralized with an aqueous 1/3 N NaOH solution and... Starting materials: C1=C(C=CC2=CC=CC=C12)C(C#N)C (naphth-2-ylpropionitrile), C(CCC)[Li] (n-butyl lithium), CI (methyl iodide). Run in O1CCCC1 (tetrahydrofuran). Run at temperature -78 celsius. Product: CC(C#N)(C)C1=CC2=CC=CC=C2C=C1 (α-methyl-naphth-2-ylpropionitrile). Reaction SMILES: [CH:1]1[C:10]2[C:5](=[CH:6][CH:7]=[CH:8][CH:9]=2)[CH:4]=[CH:3][C:2]=1[CH:11]([CH3:14])[C:12]#[N:13].[CH2:15]([Li])CCC.CI>O1CCCC1>[CH3:14][C:11]([C:2]1[CH:3]=[CH:4][C:5]2[C:10](=[CH:9][CH:8]=[CH:7][CH:6]=2)[CH:1]=1)([CH3:15])[C:12]#[N:13]. Procedure details: To a stirred solution of naphth-2-ylpropionitrile (25 mmol, 4.52 g) in dry tetrahydrofuran (250 ml) at -78° C. was added n-butyl lithium (30 mmol, 18.75 ml; 1.6M solution in hexane) dropwise over a twenty minute period. After stirring the solution for twenty minutes at -78° C. methyl iodide (30 mmol, 4.26 g) was added in one portion. The reaction mixture was stirred for twenty minutes at -78° C. and the reaction was quenched with saturated NH4Cl (35 ml). The reaction mixture was warmed to room t...